This data is from the Open Reaction Database (ORD), a public repository of structured organic reaction records. The task is: describe an organic reaction: reactants, conditions, products, and yield As a reaction SMILES: C(O[CH:4]=[CH2:5])=C.[C:6]1([CH2:11][SH:12])[S:10][CH:9]=[CH:8][CH:7]=1>>[C:6]1([CH2:11][S:12][CH2:11][C:6]2[S:10][CH:5]=[CH:4][CH:7]=2)[S:10][CH:9]=[CH:8][CH:7]=1. The reactants are compound ( 1 ), C(=C)OC=C (diethenyl ether), C1(=CC=CS1)CS (thenylmercaptan). The product is C1(=CC=CS1)CSCC1=CC=CS1 (Dithenyl sulfide). Procedure: f. Dithenyl sulfide was prepared by the same method as used for compound (1) b. (diethenyl ether) of Group X above, except that thenylmercaptan was used instead of thenyl alcohol. The product has a b.p. of 118°C./0.04 mm. Hg. Starting materials: Cc1ccccc1, C[Sn](C)(C)c1ccccc1, CSc1nsc(Cl)n1, [F-], [K+]. Product: CSc1nsc(-c2ccccc2)n1. As a reaction SMILES: [CH3:21][c:22]1[cH:23][cH:24][cH:25][cH:26][cH:27]1.[CH3:9][Sn:10]([c:11]1[cH:12][cH:13][cH:14][cH:15][cH:16]1)([CH3:17])[CH3:18].[Cl:1][c:2]1[n:3][c:4]([S:7][CH3:8])[n:5][s:6]1.[F-:19].[K+:20]>>[c:2]1(-[c:11]2[cH:12][cH:13][cH:14][cH:15][cH:16]2)[n:3][c:4]([S:7][CH3:8])[n:5][s:6]1.